Task: describe an organic reaction: reactants, conditions, products, and yield. Dataset: the Open Reaction Database (ORD), a public repository of structured organic reaction records The reactants are C(C)OC(=O)[C@H]1CN(CCC1)CCO/N=C(\CCCCCCC)/C1=CC=CC=C1 (E-(R)-1-(2-(((1-phenyl-1-octanylidene)amino)oxy)ethyl)-3-piperidinecarboxylic acid ethyl ester), [OH-].[Na+] (sodium hydroxide), Cl (hydrochloric acid). Run in C(C)O (ethanol). Conditions: time 2 hour. Product: Cl.C1(=CC=CC=C1)\C(\CCCCCCC)=N\OCCN1C[C@@H](CCC1)C(=O)O (E-(R)-1-(2-(((1-Phenyl-1-octanylidene)amino)oxy)ethyl)-3-piperidinecarboxylic acid hydrochloride). RXN SMILES: C([O:3][C:4]([C@@H:6]1[CH2:11][CH2:10][CH2:9][N:8]([CH2:12][CH2:13][O:14]/[N:15]=[C:16](/[C:24]2[CH:29]=[CH:28][CH:27]=[CH:26][CH:25]=2)\[CH2:17][CH2:18][CH2:19][CH2:20][CH2:21][CH2:22][CH3:23])[CH2:7]1)=[O:5])C.[OH-].[Na+].[ClH:32]>C(O)C>[ClH:32].[C:24]1(/[C:16](=[N:15]/[O:14][CH2:13][CH2:12][N:8]2[CH2:9][CH2:10][CH2:11][C@@H:6]([C:4]([OH:5])=[O:3])[CH2:7]2)/[CH2:17][CH2:18][CH2:19][CH2:20][CH2:21][CH2:22][CH3:23])[CH:29]=[CH:28][CH:27]=[CH:26][CH:25]=1 |f:1.2,5.6|. Reported procedure: A mixture of E-(R)-1-(2-(((1-phenyl-1-octanylidene)amino)oxy)ethyl)-3-piperidinecarboxylic acid ethyl ester (0.3 g, 0.75 mmol, prepared as described in example 3), ethanol (5 ml) and 12N sodium hydroxide (0.27 ml) was stirred at ambient temperature for 2 h, then neutralised with 4N hydrochloric acid and concentrated to dryness in vacuo. The residue was dissolved in ethyl acetate (70 ml) and washed with water (20 ml). The aqueous phase was extracted with ethyl acetate (50 ml), the combined organi...